Task: describe an organic reaction: reactants, conditions, products, and yield. Dataset: the Open Reaction Database (ORD), a public repository of structured organic reaction records Yields the product O=Cc1ccc(C(=O)O)cc1F. As a reaction SMILES: [Ag+:23].[Br:1][CH:2]([c:3]1[c:4]([F:12])[cH:5][c:6]([C:7](=[O:8])[OH:9])[cH:10][cH:11]1)[Br:13].[CH3:16][CH2:17][OH:18].[ClH:14].[N+:19]([O-:20])([O-:21])=[O:22].[OH2:15]>>[CH:2]([c:3]1[c:4]([F:12])[cH:5][c:6]([C:7](=[O:8])[OH:9])[cH:10][cH:11]1)=[O:15]. The reactants are [Ag+], O=C(O)c1ccc(C(Br)Br)c(F)c1, CCO, Cl, O=[N+]([O-])[O-], O. The reactants are C(C)(C)(C)C=1C(=NN2C1N=CC=C2)N (3-tert-butylpyrazolo[1,5-a]pyrimidin-2-amine), C1(CCCCC1)=CC(=O)O (2-cyclohexylideneacetic acid). Yields the product C(C)(C)(C)C=1C(=NN2C1N=CC=C2)NC(C=C2CCCCC2)=O (N-(3-tert-butylpyrazolo[1,5-a]pyrimidin-2-yl)-2-cyclohexylideneacetamide). Reaction SMILES: [C:1]([C:5]1[C:6]([NH2:14])=[N:7][N:8]2[CH:13]=[CH:12][CH:11]=[N:10][C:9]=12)([CH3:4])([CH3:3])[CH3:2].[C:15]1(=[CH:21][C:22](O)=[O:23])[CH2:20][CH2:19][CH2:18][CH2:17][CH2:16]1>>[C:1]([C:5]1[C:6]([NH:14][C:22](=[O:23])[CH:21]=[C:15]2[CH2:20][CH2:19][CH2:18][CH2:17][CH2:16]2)=[N:7][N:8]2[CH:13]=[CH:12][CH:11]=[N:10][C:9]=12)([CH3:4])([CH3:2])[CH3:3]. Procedure details: The product from Example 105B and 2-cyclohexylideneacetic acid were processed using the method analogous to that described in Example 137 to afford the title compound. 1H NMR (300 MHz, DMSO-d6) δ ppm 1.44 (s, 9H), 1.50-1.63 (m, 6H), 2.15-2.18 (m, 2H), 2.80-2.82 (m, 2H), 5.80 (br s, 1H), 6.98 (dd, J=6.8, 4.1 Hz, 1H), 8.48 (dd, J=4.1, 2.0 Hz, 1H), 8.91 (dd, J=7.1, 1.7 Hz, 1H), 9.58 (br s, 1H); MS (DCI) m/z 313 (M+H)+.